describe an organic reaction: reactants, conditions, products, and yield From a dataset of the Open Reaction Database (ORD), a public repository of structured organic reaction records. The reactants are CO, COC(=O)CCc1cc(C(c2cc(F)ccc2F)S(=O)(=O)c2ccc(Cl)cc2)c(F)cn1, Cl, [Na+], C1CCOC1, [OH-]. The product is O=C(O)CCc1cc(C(c2cc(F)ccc2F)S(=O)(=O)c2ccc(Cl)cc2)c(F)cn1. RXN SMILES: [CH3:36][OH:37].[Cl:1][c:2]1[cH:3][cH:4][c:5]([S:8](=[O:9])(=[O:10])[CH:11]([c:12]2[cH:13][c:14]([CH2:19][CH2:20][C:21](=[O:22])[O:23][CH3:24])[n:15][cH:16][c:17]2[F:18])[c:25]2[c:26]([F:32])[cH:27][cH:28][c:29]([F:31])[cH:30]2)[cH:6][cH:7]1.[ClH:35].[Na+:34].[O:38]1[CH2:39][CH2:40][CH2:41][CH2:42]1.[OH-:33]>>[Cl:1][c:2]1[cH:3][cH:4][c:5]([S:8](=[O:9])(=[O:10])[CH:11]([c:12]2[cH:13][c:14]([CH2:19][CH2:20][C:21](=[O:22])[OH:23])[n:15][cH:16][c:17]2[F:18])[c:25]2[c:26]([F:32])[cH:27][cH:28][c:29]([F:31])[cH:30]2)[cH:6][cH:7]1. Reactants: Cc1ccc(Cl)c([N+](=O)[O-])c1, [Na], O, S. Product: Cc1ccc(Cl)c(N)c1. Reaction SMILES: [Cl:1][c:2]1[c:3]([N+:9]([O-:10])=[O:11])[cH:4][c:5]([CH3:8])[cH:6][cH:7]1.[Na:13].[OH2:14].[SH2:12]>>[Cl:1][c:2]1[c:3]([NH2:9])[cH:4][c:5]([CH3:8])[cH:6][cH:7]1.